This data is from the Open Reaction Database (ORD), a public repository of structured organic reaction records. The task is: describe an organic reaction: reactants, conditions, products, and yield Starting materials: NC=1SC(=CC1C(=O)N)C1=C(C=C(C=C1F)C(C)(C)O)F (2-amino-5-[2,6-difluoro-4-(1-hydroxy-1-methylethyl)phenyl]thiophene-3-carboxamide), ClC1=CC=C(C(=N1)C)C(C)(C)O (2-(6-chloro-2-methylpyridin-3-yl)propan-2-ol). Product: FC1=C(C(=CC(=C1)C(C)(C)O)F)C1=CC(=C(S1)NC1=NC(=C(C=C1)C(C)(C)O)C)C(=O)N (5-[2,6-difluoro-4-(1-hydroxy-1-methylethyl)phenyl]-2-{[5-(1-hydroxy-1-methylethyl)-6-methylpyridin-2-yl]amino}thiophene-3-carboxamide). RXN SMILES: [NH2:1][C:2]1[S:3][C:4]([C:10]2[C:15]([F:16])=[CH:14][C:13]([C:17]([OH:20])([CH3:19])[CH3:18])=[CH:12][C:11]=2[F:21])=[CH:5][C:6]=1[C:7]([NH2:9])=[O:8].Cl[C:23]1[N:28]=[C:27]([CH3:29])[C:26]([C:30]([OH:33])([CH3:32])[CH3:31])=[CH:25][CH:24]=1>>[F:16][C:15]1[CH:14]=[C:13]([C:17]([OH:20])([CH3:18])[CH3:19])[CH:12]=[C:11]([F:21])[C:10]=1[C:4]1[S:3][C:2]([NH:1][C:23]2[CH:24]=[CH:25][C:26]([C:30]([OH:33])([CH3:31])[CH3:32])=[C:27]([CH3:29])[N:28]=2)=[C:6]([C:7]([NH2:9])=[O:8])[CH:5]=1. Procedure: The title compound was prepared as described in Example 1 using 2-amino-5-[2,6-difluoro-4-(1-hydroxy-1-methylethyl)phenyl]thiophene-3-carboxamide (150 mg, 0.48 mmol) and 2-(6-chloro-2-methylpyridin-3-yl)propan-2-ol (89 mg, 0.48 mmol) as starting materials. Starting materials: CC(=O)O[BH-](OC(C)=O)OC(C)=O, C1CCOC1, Cc1nn(-c2ccccn2)c(C)c1C=O, Cl, CC(=O)NCc1ccc(-c2nccnc2N2CCNCC2)cc1, [Na+]. The product is Cl, CC(=O)NCc1ccc(-c2nccnc2N2CCN(Cc3c(C)nn(-c4ccccn4)c3C)CC2)cc1. As a reaction SMILES: [C:1]([O:2][BH-:3]([O:4][C:5](=[O:6])[CH3:7])[O:8][C:9](=[O:10])[CH3:11])(=[O:12])[CH3:13].[CH2:54]1[O:55][CH2:56][CH2:57][CH2:58]1.[CH3:38][c:39]1[n:40][n:41](-[c:47]2[n:48][cH:49][cH:50][cH:51][cH:52]2)[c:42]([CH3:46])[c:43]1[CH:44]=[O:45].[ClH:53].[N:15]1([c:21]2[n:22][cH:23][cH:24][n:25][c:26]2-[c:27]2[cH:28][cH:29][c:30]([CH2:31][NH:32][C:33]([CH3:34])=[O:35])[cH:36][cH:37]2)[CH2:16][CH2:17][NH:18][CH2:19][CH2:20]1.[Na+:14]>>[ClH:53].[N:15]1([c:21]2[n:22][cH:23][cH:24][n:25][c:26]2-[c:27]2[cH:28][cH:29][c:30]([CH2:31][NH:32][C:33]([CH3:34])=[O:35])[cH:36][cH:37]2)[CH2:16][CH2:17][N:18]([CH2:44][c:43]2[c:39]([CH3:38])[n:40][n:41](-[c:47]3[n:48][cH:49][cH:50][cH:51][cH:52]3)[c:42]2[CH3:46])[CH2:19][CH2:20]1.